Dataset: the Open Reaction Database (ORD), a public repository of structured organic reaction records. Task: describe an organic reaction: reactants, conditions, products, and yield Reactants: O=C(Cl)c1ccc(F)c(Br)c1, COc1ccc2[nH]c(C)c(CCN3CCCCC3CC3CCCCC3)c2c1, [H-], [Na+], [Na], CN(C)C=O. Yields the product COc1ccc2c(c1)c(CCN1CCCCC1CC1CCCCC1)c(C)n2C(=O)c1ccc(F)c(Br)c1. Reaction SMILES: [Br:31][c:32]1[cH:33][c:34]([C:35](=[O:36])[Cl:37])[cH:38][cH:39][c:40]1[F:41].[CH:1]1([CH2:7][CH:8]2[N:9]([CH2:14][CH2:15][c:16]3[c:17]([CH3:27])[nH:18][c:19]4[cH:20][cH:21][c:22]([O:25][CH3:26])[cH:23][c:24]34)[CH2:10][CH2:11][CH2:12][CH2:13]2)[CH2:2][CH2:3][CH2:4][CH2:5][CH2:6]1.[H-:28].[Na+:29].[Na:30].[O:42]=[CH:43][N:44]([CH3:45])[CH3:46]>>[CH:1]1([CH2:7][CH:8]2[N:9]([CH2:14][CH2:15][c:16]3[c:17]([CH3:27])[n:18]([C:35]([c:34]4[cH:33][c:32]([Br:31])[c:40]([F:41])[cH:39][cH:38]4)=[O:36])[c:19]4[cH:20][cH:21][c:22]([O:25][CH3:26])[cH:23][c:24]34)[CH2:10][CH2:11][CH2:12][CH2:13]2)[CH2:2][CH2:3][CH2:4][CH2:5][CH2:6]1. The reactants are O=[O+][O-] (ozone), O=[O+][O-] (ozone), C(C=CC)C1C(C2=CC=C(C=C2C1)Cl)=O ((RS)-2-(2-buten-1-yl)-5-chloro-1-indanone), CO (methanol). Conditions: time 60 minute. The product is O=CCC1C(C2=CC(=CC=C2C1)Cl)=O ((RS)-2-(2-oxoethyl)-6-chlor-1-indanone). The yield is 80.0%. RXN SMILES: [O:1]=[O+][O-].[CH2:4]([CH:8]1[CH2:16][C:15]2[C:10](=[CH:11][CH:12]=[C:13]([Cl:17])[CH:14]=2)[C:9]1=O)C=CC.[CH3:19][OH:20]>>[O:20]=[CH:19][CH2:4][CH:8]1[CH2:9][C:10]2[C:15](=[CH:14][C:13]([Cl:17])=[CH:12][CH:11]=2)[C:16]1=[O:1]. Procedure details: An ozone stream (3 g ozone/hour) was conducted while stirring during 60 minutes through a solution, cooled to -70°, of 11.9 g of (RS)-2-(2-buten-1-yl)-5-chloro-1-indanone in 200 ml of anhydrous dichlomethane and 100 ml of anhydrous methanol. Subsequently, the solution was flushed with oxygen for 5 minutes and with argon for 10 minutes. After the addition of 5.9 ml of dimethyl sulfide, the mixture was stirred at room temperature for 16 hours. The reaction mixture was evaporated in a vacuum. The r...